This data is from the Open Reaction Database (ORD), a public repository of structured organic reaction records. The task is: describe an organic reaction: reactants, conditions, products, and yield Starting materials: ClC1=CC=C(C=C1)C(C(=O)OC)C1CCCC1 (methyl 2-(4-chlorophenyl)-2-cyclopentylacetate), C(C)(C)NC(C)C (diisopropylamine), CI (methyl iodide). Run in C1CCOC1 (THF), [Cl-].[NH4+] (ammonium chloride), C1CCOC1 (THF), C(CCC)[Li] (n-butyl lithium). Reaction conditions: temperature -35 celsius, time 10 minute. Product: ClC1=CC=C(C=C1)C(C(=O)OC)(C)C1CCCC1 (methyl 2-(4-chlorophenyl)-2-cyclopentylpropionate). As a reaction SMILES: [CH:1](NC(C)C)(C)C.[Cl:8][C:9]1[CH:14]=[CH:13][C:12]([CH:15]([CH:20]2[CH2:24][CH2:23][CH2:22][CH2:21]2)[C:16]([O:18][CH3:19])=[O:17])=[CH:11][CH:10]=1.CI>C1COCC1.C([Li])CCC.[Cl-].[NH4+]>[Cl:8][C:9]1[CH:10]=[CH:11][C:12]([C:15]([CH:20]2[CH2:24][CH2:23][CH2:22][CH2:21]2)([CH3:1])[C:16]([O:18][CH3:19])=[O:17])=[CH:13][CH:14]=1 |f:5.6|. Procedure: To a solution of diisopropylamine (0.15 ml) in THF (2 ml), n-butyl lithium (1.5 M hexane solution, 0.6 ml) was added at −78° C., stirred for 10 minutes and another solution of methyl 2-(4-chlorophenyl)-2-cyclopentylacetate (200 mg) in THF (1.5 ml) was added dropwise. After 15 minutes' stirring, the system temperature was raised to −35° C., and methyl iodide (0.15 ml) was added. The reaction liquid temperature was raised to 0° C., and the liquid was stirred for 1.5 hours, diluted with saturated a... The reactants are CCOC(C)=O, [Cl-], [Li+], CN(C)C=O, O, Cc1ccc(S(=O)(=O)OCC(O)CC(C(=O)NNC(=O)OC(C)(C)C)c2cc(F)c(F)c(F)c2)cc1. Yields the product CC(C)(C)OC(=O)NNC(=O)C(CC(O)CCl)c1cc(F)c(F)c(F)c1. RXN SMILES: [CH3:40][CH2:41][O:42][C:43](=[O:44])[CH3:45].[Cl-:2].[Li+:1].[O:46]=[CH:47][N:48]([CH3:49])[CH3:50].[OH2:39].[c:3]1([CH3:4])[cH:5][cH:6][c:7]([S:8]([O:9][CH2:13][CH:14]([CH2:15][CH:16]([C:17](=[O:18])[NH:19][NH:20][C:21](=[O:22])[O:23][C:24]([CH3:25])([CH3:26])[CH3:27])[c:28]2[cH:29][c:30]([F:36])[c:31]([F:35])[c:32]([F:34])[cH:33]2)[OH:37])(=[O:10])=[O:11])[cH:12][cH:38]1>>[Cl:2][CH2:13][CH:14]([CH2:15][CH:16]([C:17](=[O:18])[NH:19][NH:20][C:21](=[O:22])[O:23][C:24]([CH3:25])([CH3:26])[CH3:27])[c:28]1[cH:29][c:30]([F:36])[c:31]([F:35])[c:32]([F:34])[cH:33]1)[OH:37]. RXN SMILES: [C:12](=[O:13])([O-:14])[O-:15].[CH3:37][CH2:38][O:39][C:40](=[O:41])[CH3:42].[Cl:18][CH2:19][c:20]1[n:21][c:22](-[c:26]2[cH:27][cH:28][cH:29][cH:30][cH:31]2)[o:23][c:24]1[CH3:25].[K+:16].[K+:17].[O:32]=[CH:33][N:34]([CH3:35])[CH3:36].[OH:1][c:2]1[cH:3][c:4]([O:8][C:9]([CH3:10])=[O:11])[cH:5][cH:6][cH:7]1>>[O:1]([c:2]1[cH:3][c:4]([O:8][C:9]([CH3:10])=[O:11])[cH:5][cH:6][cH:7]1)[CH2:19][c:20]1[n:21][c:22](-[c:26]2[cH:27][cH:28][cH:29][cH:30][cH:31]2)[o:23][c:24]1[CH3:25]. Reactants: O=C([O-])[O-], CCOC(C)=O, Cc1oc(-c2ccccc2)nc1CCl, [K+], [K+], CN(C)C=O, CC(=O)Oc1cccc(O)c1. Yields the product CC(=O)Oc1cccc(OCc2nc(-c3ccccc3)oc2C)c1. Reactants: [Mg] (magnesium), [Br-] (bromide), S1C=NC(=C1)COC1=CC=C(C=O)C=C1 (4-(4-thiazolylmethoxy)benzaldehyde), II (iodine), [NH4+].[Cl-] (NH4Cl). Reagents/catalysts: C1(CCCCC1)CBr (cyclohexylmethyl bromide). Run in C1CCOC1 (THF), C1CCOC1 (THF). Reaction conditions: temperature -78 celsius, time 12 hour. Yields the product C1(CCCCC1)CC(=O)C1=CC=C(C=C1)OCC=1N=CSC1 (cyclohexylmethyl-(4-(4-thiazolylmethoxy)phenyl) ketone), C1(CCCCC1)CC(O)C1=CC=C(C=C1)OCC=1N=CSC1 (2-cyclohexyl-1-(4-(4-thiazolylmethoxy)phenyl)ethan-1-ol). As a reaction SMILES: [Mg].II.[Br-].[S:5]1[CH:9]=[C:8]([CH2:10][O:11][C:12]2[CH:19]=[CH:18][C:15]([CH:16]=[O:17])=[CH:14][CH:13]=2)[N:7]=[CH:6]1.[NH4+].[Cl-]>C1COCC1.C1(CBr)CCCCC1>[CH:15]1([CH2:16][C:16]([C:15]2[CH:18]=[CH:19][C:12]([O:11][CH2:10][C:8]3[N:7]=[CH:6][S:5][CH:9]=3)=[CH:13][CH:14]=2)=[O:17])[CH2:18][CH2:19][CH2:12][CH2:13][CH2:14]1.[CH:15]1([CH2:16][CH:16]([C:15]2[CH:18]=[CH:19][C:12]([O:11][CH2:10][C:8]3[N:7]=[CH:6][S:5][CH:9]=3)=[CH:13][CH:14]=2)[OH:17])[CH2:18][CH2:19][CH2:12][CH2:13][CH2:14]1 |f:4.5|. Reported procedure: A suspension of magnesium turnings (840 mg, 35 g-atom) in THF (25 mL) was activated with iodine crystalls. A few drops of cyclohexylmethyl bromide were added, and the mixture was warmed until the exothermic Grignard reaction commenced. The remaining bromide (4.9 mL; 35 mmol) was added dropowise at a rate sufficient to maintain a gentle reflux. The mixture was refluxed for an additional 30 minutes, cooled to -78° C., and then slowly cannulated to a cold Solution of 4-(4-thiazolylmethoxy)benzaldeh... Solvent: CO (methanol), O (water). RXN SMILES: [CH3:1][O:2][C:3]1[C:4](=[O:39])[C:5]([CH3:38])=[C:6]([CH2:12][C:13]2[C:14]([O:34]C(=O)C)=[C:15]([CH:31]=[CH:32][CH:33]=2)[C:16]([NH:18][C:19]2[CH:24]=[CH:23][C:22]([N:25]3[CH2:30][CH2:29][O:28][CH2:27][CH2:26]3)=[CH:21][CH:20]=2)=[O:17])[C:7](=[O:11])[C:8]=1[O:9][CH3:10].C(=O)([O-])O.[Na+]>CO.O>[CH3:1][O:2][C:3]1[C:4](=[O:39])[C:5]([CH3:38])=[C:6]([CH2:12][C:13]2[C:14]([OH:34])=[C:15]([CH:31]=[CH:32][CH:33]=2)[C:16]([NH:18][C:19]2[CH:20]=[CH:21][C:22]([N:25]3[CH2:26][CH2:27][O:28][CH2:29][CH2:30]3)=[CH:23][CH:24]=2)=[O:17])[C:7](=[O:11])[C:8]=1[O:9][CH3:10] |f:1.2|. The product is COC=1C(C(=C(C(C1OC)=O)CC=1C(=C(C(=O)NC2=CC=C(C=C2)N2CCOCC2)C=CC1)O)C)=O (N-[3-(5,6-Dimethoxy-3-methyl-1,4-benzoquinon-2-yl)methyl-2-hydroxybenzoyl]-4-morpholinoaniline). Procedure: N-[3-(5,6-Dimethoxy-3-methyl-1,4-benzoquinon-2-yl)methyl-2-acetoxybenzoyl]-4-morpholinoaniline (0.075 g, 0.145 mmol) was dissolved in methanol (5 ml) and after adding thereto an aqueous saturated sodium hydrogencarbonate solution (1.5 ml), the solution was stirred at room temperature for 1.5 hours. After the completion of reaction, the reaction solution was diluted with water and then extracted with ethyl acetate. The extract was washed with water and then dried, and the solvent was removed by d... Isolated yield 67.2%. Reactants: COC=1C(C(=C(C(C1OC)=O)CC=1C(=C(C(=O)NC2=CC=C(C=C2)N2CCOCC2)C=CC1)OC(C)=O)C)=O (N-[3-(5,6-Dimethoxy-3-methyl-1,4-benzoquinon-2-yl)methyl-2-acetoxybenzoyl]-4-morpholinoaniline), C(O)([O-])=O.[Na+] (sodium hydrogencarbonate). Starting materials: CCOC(=O)C (EtOAc), C(C1=CC=CC=C1)N1CCNCC1 (1-benzyl-piperazine), C(C)(C)N(CC)C(C)C (diisopropylethylamine), C1(CC1)C(=O)Cl (cyclopropane carboxylic acid chloride). Run in ClCCCl (DCE). Run at temperature 50 celsius, time 15 hour. The product is C(C1=CC=CC=C1)N1CCN(CC1)C(=O)C1CC1 ((4-Benzyl-piperazin-1-yl)-cyclopropyl-methanone). The yield is 99.2%. As a reaction SMILES: [CH2:1]([N:8]1[CH2:13][CH2:12][NH:11][CH2:10][CH2:9]1)[C:2]1[CH:7]=[CH:6][CH:5]=[CH:4][CH:3]=1.[CH:14]1([C:17](Cl)=[O:18])[CH2:16][CH2:15]1.C(N(C(C)C)CC)(C)C.CCOC(C)=O>ClCCCl>[CH2:1]([N:8]1[CH2:13][CH2:12][N:11]([C:17]([CH:14]2[CH2:16][CH2:15]2)=[O:18])[CH2:10][CH2:9]1)[C:2]1[CH:3]=[CH:4][CH:5]=[CH:6][CH:7]=1. Reported procedure: To a mixture of 1-benzyl-piperazine (1.20 g, 6.81 mmol) in anhydrous DCE (23 mL) was added cyclopropane carboxylic acid chloride (854 mg, 8.17 mmol, 1.2 eq) followed by diisopropylethylamine (1.3 mL, 7.49 mmol, 1.1 eq), and the reaction mixture was stirred at 50° C. under N2 for 15 h. The mixture was cooled to rt and poured into EtOAc. The organic phase was washed with water and brine, dried over Na2SO4, filtered, and concentrated in vacuo. The residue was purified by MPLC (Biotage®, gradient el... Starting materials: FC=1C=C(C(=O)Cl)C=CC1 (3-Fluoro-benzoyl chloride), C(C)(C)(C)OC(CN1C(=NC2=C1C=CC(=C2)NCC2=CC=CC=C2)CCC)=O ((5-benzylamino-2-propyl-benzoimidazol-1-yl)-acetic acid tert-butyl ester), CCN(C(C)C)C(C)C (DIEA). The reagents and catalysts are CN(C)C=1C=CN=CC1 (DMAP). Solvent: C(Cl)Cl (CH2Cl2), Cl (HCl). Reaction conditions: time 8 hour. The product is C(C)(C)(C)OC(CN1C(=NC2=C1C=CC(=C2)N(C(C2=CC(=CC=C2)F)=O)CC2=CC=CC=C2)CCC)=O ({5-[Benzyl-(3-fluoro-benzoyl)-amino]-2-propyl-benzoimidazol-1-yl}-acetic acid tert-butyl ester). As a reaction SMILES: [F:1][C:2]1[CH:3]=[C:4]([CH:8]=[CH:9][CH:10]=1)[C:5](Cl)=[O:6].[C:11]([O:15][C:16](=[O:38])[CH2:17][N:18]1[C:22]2[CH:23]=[CH:24][C:25]([NH:27][CH2:28][C:29]3[CH:34]=[CH:33][CH:32]=[CH:31][CH:30]=3)=[CH:26][C:21]=2[N:20]=[C:19]1[CH2:35][CH2:36][CH3:37])([CH3:14])([CH3:13])[CH3:12].CCN(C(C)C)C(C)C>CN(C1C=CN=CC=1)C.C(Cl)Cl.Cl>[C:11]([O:15][C:16](=[O:38])[CH2:17][N:18]1[C:22]2[CH:23]=[CH:24][C:25]([N:27]([CH2:28][C:29]3[CH:30]=[CH:31][CH:32]=[CH:33][CH:34]=3)[C:5](=[O:6])[C:4]3[CH:8]=[CH:9][CH:10]=[C:2]([F:1])[CH:3]=3)=[CH:26][C:21]=2[N:20]=[C:19]1[CH2:35][CH2:36][CH3:37])([CH3:14])([CH3:13])[CH3:12]. Procedure details: 3-Fluoro-benzoyl chloride (42 μL, 0.36 mmol) was added to a solution of (5-benzylamino-2-propyl-benzoimidazol-1-yl)-acetic acid tert-butyl ester (45 mg, 0.12 mmol), DIEA (41 μL, 0.24 mmol) and DMAP (15 mg, 0.12 mmol) in CH2Cl2 (1 mL), and stirred overnight at room temperature. The reaction solution was diluted with aqueous HCl (1.0 M) and filtered through an Extrelut column. The Extrelut column was washed with CH2Cl2, and the filtrate was concentrated to afford the subtitle compound that was use...